This data is from the Open Reaction Database (ORD), a public repository of structured organic reaction records. The task is: describe an organic reaction: reactants, conditions, products, and yield The reactants are BrC=1C=NC=CC1 (3-bromopyridine), C(C=1C(O)=CC=CC1)=NO (salicylaldoxime), [N+](=O)([O-])C=1C=NNC1 (4-nitro-1H-pyrazole), C([O-])([O-])=O.[Cs+].[Cs+] (caesium carbonate). The reagents and catalysts are [Cu]=O (copper oxide). Solvent: CN(C)C=O (DMF), CN(C)C=O (DMF), C(C)(=O)OCC (ethyl acetate). Run at temperature 130 celsius, time 8 hour. Yields the product [N+](=O)([O-])C=1C=NN(C1)C=1C=NC=CC1 (3-(4-Nitro-1H-pyrazol-1-yl)pyridine). Reaction SMILES: [CH:1](=[N:9]O)[C:2]1[C:3](=[CH:5][CH:6]=CC=1)O.[N+:11]([C:14]1[CH:15]=[N:16][NH:17][CH:18]=1)([O-:13])=[O:12].C(=O)([O-])[O-].[Cs+].[Cs+].BrC1C=NC=CC=1>[Cu]=O.CN(C=O)C.C(OCC)(=O)C>[N+:11]([C:14]1[CH:15]=[N:16][N:17]([C:2]2[CH:1]=[N:9][CH:6]=[CH:5][CH:3]=2)[CH:18]=1)([O-:13])=[O:12] |f:2.3.4|. Procedure details: A flask which had been baked out and filled with argon was initially charged with 8.3 g (56.6 mmol) of copper oxide, 31.9 g (228 mmol) of salicylaldoxime, 200 g (1.71 mol) of 4-nitro-1H-pyrazole and 597 g (1.83 mol) of caesium carbonate. The flask was repeatedly evacuated and filled with argon. 218 g (800 mmol) of 3-bromopyridine and 1 l of DMF which had been degassed on a rotary evaporator were added. The reaction mixture was stirred at 130° C. overnight, cooled and filtered, and the DMF was re... Starting materials: C(C)OC(CNC(=O)NC1=CC=C(C=C1)N1N=CN=C1)OCC (1-(2,2-Diethoxyethyl)-3-[4-(1H-1,2,4-triazol-1-yl)phenyl]urea). Run in CO (methanol), O (water), Cl (hydrochloric acid). Conditions: time 14 hour. Yields the product N1(N=CN=C1)C1=CC=C(C=C1)N1C(NC=C1)=O (1-[4-(1H-1,2,4-triazol-1-yl)phenyl]-2-(1H,3H)-imidazolone). Isolated yield 77.5%. As a reaction SMILES: C(O[CH:4](OCC)[CH2:5][NH:6][C:7]([NH:9][C:10]1[CH:15]=[CH:14][C:13]([N:16]2[CH:20]=[N:19][CH:18]=[N:17]2)=[CH:12][CH:11]=1)=[O:8])C>CO.O.Cl>[N:16]1([C:13]2[CH:12]=[CH:11][C:10]([N:9]3[CH:4]=[CH:5][NH:6][C:7]3=[O:8])=[CH:15][CH:14]=2)[CH:20]=[N:19][CH:18]=[N:17]1. Procedure details: 1-(2,2-Diethoxyethyl)-3-[4-(1H-1,2,4-triazol-1-yl)phenyl]urea (14.5 g) was dissolved in a mixture of methanol (214 ml) and water (85 ml), to which diluted hydrochloric acid (0.48 M, 104 ml) was added dropwise. After the reaction solution was stirred at room temperature for 14 hours, the precipitated crystals were collected by filtration to give 1-[4-(1H-1,2,4-triazol-1-yl)phenyl]-2-(1H,3H)-imidazolone (8.0 g) as a colorless crystalline powder. The filtrate was concentrated under reduced pressure... Starting materials: C(CCC)[Li] (n-butyl lithium), BrC=1C=CC(=C(CO[Si](C)(C)C(C)(C)C)C1)Cl ([(5-bromo-2-chlorobenzyl)oxy](tert-butyl)dimethylsilane), CN(C)C=O (DMF). Run in C1CCOC1 (THF). Product: [Si](C)(C)(C(C)(C)C)OCC=1C=C(C=O)C=CC1Cl (3-({[tert-Butyl(dimethyl)silyl]oxy}methyl)-4-chlorobenzaldehyde). Reaction SMILES: Br[C:2]1[CH:3]=[CH:4][C:5]([Cl:17])=[C:6]([CH:16]=1)[CH2:7][O:8][Si:9]([C:12]([CH3:15])([CH3:14])[CH3:13])([CH3:11])[CH3:10].C([Li])CCC.CN([CH:26]=[O:27])C>C1COCC1>[Si:9]([O:8][CH2:7][C:6]1[CH:16]=[C:2]([CH:3]=[CH:4][C:5]=1[Cl:17])[CH:26]=[O:27])([C:12]([CH3:15])([CH3:14])[CH3:13])([CH3:11])[CH3:10]. Procedure: To a solution of [(5-bromo-2-chlorobenzyl)oxy](tert-butyl)dimethylsilane from the previous step (1 eq.) in THF (0.08 M) was added, at −78° C., n-butyl lithium (2.5 M hexane solution, 1.1 eq) dropwise over 15 min. The reaction mixture was stirred at −78° C. for a further 30 min before DMF (2 eq.) was slowly added. The resulting solution was allowed to warm to RT over 3 h and then quenched with H2O. The organic layer was separated and the aqueous layer was back-extracted with EtOAc. The combined o... Reactants: BrBr (Bromine), FC(SC1=CC=C(C=C1)C)(F)F (4-trifluoromethylthiotoluene). Run in C(Cl)(Cl)(Cl)Cl (carbon tetrachloride), C(Cl)(Cl)(Cl)Cl (carbon tetrachloride). The product is BrCC1=CC=C(C=C1)SC(F)(F)F (α-Bromo-4-trifluoromethylthiotoluene). Reaction SMILES: [Br:1]Br.[F:3][C:4]([F:14])([F:13])[S:5][C:6]1[CH:11]=[CH:10][C:9]([CH3:12])=[CH:8][CH:7]=1>C(Cl)(Cl)(Cl)Cl>[Br:1][CH2:12][C:9]1[CH:8]=[CH:7][C:6]([S:5][C:4]([F:13])([F:3])[F:14])=[CH:11][CH:10]=1. Procedure: Bromine (20.5 g, 0.13 mol) in 20 ml of carbon tetrachloride is added slowly to a solution of 4-trifluoromethylthiotoluene (29 g, 0.15 mol) in 90 ml of carbon tetrachloride heated to gentle reflux under a 275 W sunlamp. When the addition is complete, the solution is maintained at reflux for one hour. Most of the solvent is removed at atmospheric pressure, then the residue is vacuum distilled. The 15.5 g cut with boiling point 64°-77° C./0.6-0.8 mm is 92% monobromo compound by glc. The reactants are CN(C(C=C)=O)C (N,N-dimethylacrylamide), C(C(C)C)OC(C(=C)C)=O (Isobutylmethacrylate), C(C)C(COC(C(=C)C)=O)CCCC (2-ethylhexylmethacrylate). Product: C(C(C)C)OC(C(=C)C)=O.C(C)C(CC=C(C(=O)[O-])C)CCCC.CN(C(C=C)=O)C (isobutylmethacrylate 2-ethyl-hexylmethacrylate N,N-dimethylacrylamide), final monomer. RXN SMILES: [CH2:1]([O:5][C:6](=[O:10])[C:7]([CH3:9])=[CH2:8])[CH:2]([CH3:4])[CH3:3].[CH2:11]([CH:13]([CH2:21][CH2:22][CH2:23][CH3:24])[CH2:14]OC(=O)C(C)=C)[CH3:12].[CH3:25][N:26]([CH3:31])[C:27](=[O:30])[CH:28]=[CH2:29]>>[CH2:1]([O:5][C:6](=[O:10])[C:7]([CH3:9])=[CH2:8])[CH:2]([CH3:4])[CH3:3].[CH2:11]([CH:13]([CH2:21][CH2:22][CH2:23][CH3:24])[CH2:14][CH:8]=[C:7]([CH3:9])[C:6]([O-:5])=[O:10])[CH3:12].[CH3:25][N:26]([CH3:31])[C:27](=[O:30])[CH:28]=[CH2:29] |f:3.4.5|. Procedure details: A 60:30:10 (weight percent) isobutylmethacrylate/2-ethyl-hexylmethacrylate/N,N-dimethylacrylamide copolymer is prepared as follows. Isobutylmethacrylate, 2-ethylhexylmethacrylate, and N,N-dimethylacrylamide are weighed out (relative weight ratios of 60:30:10) and added to a four neck flask fitted with an argon sparge, mechanical stirrer, thermometer and condenser. Toluene is then added to the flask to get a final monomer concentration of 25.0 weight percent. The reaction flask is placed in a 60°... Starting materials: COC(NCC1=CC(=C(C=C1)Cl)CO)=O ((4-chloro-3-hydroxymethyl-benzyl)-carbamic acid methyl ester). Reagents/catalysts: O=[Mn]=O (MnO2), O=[Mn]=O (MnO2), O=[Mn]=O (MnO2). Run in CC#N (CH3CN). Conditions: time 3 hour. Product: COC(NCC1=CC(=C(C=C1)Cl)C=O)=O ((4-Chloro-3-formyl-benzyl)-carbamic Acid Methyl Ester). Yield: 91.8%. As a reaction SMILES: [CH3:1][O:2][C:3](=[O:15])[NH:4][CH2:5][C:6]1[CH:11]=[CH:10][C:9]([Cl:12])=[C:8]([CH2:13][OH:14])[CH:7]=1>CC#N.O=[Mn]=O>[CH3:1][O:2][C:3](=[O:15])[NH:4][CH2:5][C:6]1[CH:11]=[CH:10][C:9]([Cl:12])=[C:8]([CH:13]=[O:14])[CH:7]=1. Procedure: MnO2 (6.68 g, 76.9 mmol) was added to a sol. of (4-chloro-3-hydroxymethyl-benzyl)-carbamic acid methyl ester (3.53 g, 15.4 mmol) in CH3CN (300 mL). The mixture was stirred at rt for 3 h, and MnO2 (2.67 g, 30.7 mmol) was added again. The mixture was stirred for 1 h, and MnO2 (1.34 g, 15.4 mmol) was added again. The mixture was stirred for 2 h, and was filtered through celite. The precipitate was washed with CH2Cl2, and the filtrate was evaporated under reduced pressure. Drying the residue under h... Starting materials: reagent, ClC1=NC=C(C(=C1)I)C(F)(F)F (2-chloro-4-iodo-5-trifluoromethyl-pyridine), C(C)(C)(C)OC(CBr)=O (bromo-acetic acid tert-butyl ester). Reagents/catalysts: C(C1=CC=CC=C1)=CC(=O)C=CC1=CC=CC=C1.[Pd] (palladium dibenzylideneacetone), C(C)(C)(C)P(C(C)(C)C)[C-]1C=CC=C1.C1(=CC=CC=C1)C1=C(C(=C([C-]1C1=CC=CC=C1)C1=CC=CC=C1)C1=CC=CC=C1)C1=CC=CC=C1.[Fe+2] (di-tert-butylphosphino pentaphenylferrocene), C(C1=CC=CC=C1)=CC(=O)C=CC1=CC=CC=C1.[Pd] (palladium dibenzylideneacetone), C(C)(C)(C)P(C(C)(C)C)[C-]1C=CC=C1.C1(=CC=CC=C1)C1=C(C(=C([C-]1C1=CC=CC=C1)C1=CC=CC=C1)C1=CC=CC=C1)C1=CC=CC=C1.[Fe+2] (di-tert-butylphosphino pentaphenylferrocene), [Zn] (zinc). Solvent: CCOC(=O)C (EtOAc), O (H2O). Reaction conditions: temperature 60 celsius, time 45 minute. The product is C(C)(C)(C)OC(CC1=CC(=NC=C1C(F)(F)F)Cl)=O ((2-chloro-5-trifluoromethyl-pyridin-4-yl)-acetic acid tert-butyl ester). As a reaction SMILES: [Cl:1][C:2]1[CH:7]=[C:6](I)[C:5]([C:9]([F:12])([F:11])[F:10])=[CH:4][N:3]=1.[C:13]([O:17][C:18](=[O:21])[CH2:19]Br)([CH3:16])([CH3:15])[CH3:14]>CCOC(C)=O.O.C(=CC(C=CC1C=CC=CC=1)=O)C1C=CC=CC=1.[Pd].C(P([C-]1C=CC=C1)C(C)(C)C)(C)(C)C.C1(C2[C-](C3C=CC=CC=3)C(C3C=CC=CC=3)=C(C3C=CC=CC=3)C=2C2C=CC=CC=2)C=CC=CC=1.[Fe+2].[Zn]>[C:13]([O:17][C:18](=[O:21])[CH2:19][C:6]1[C:5]([C:9]([F:12])([F:11])[F:10])=[CH:4][N:3]=[C:2]([Cl:1])[CH:7]=1)([CH3:16])([CH3:15])[CH3:14] |f:4.5,6.7.8|. Procedure details: Under an atmosphere of dry argon, a mixture of palladium dibenzylideneacetone (Pd2(dba)3, 22 mg, 0.02 mmol), di-tert-butylphosphino pentaphenylferrocene (17 mg, 0.02 mmol), 2-chloro-4-iodo-5-trifluoromethyl-pyridine (1.50 g, 4.88 mmol) and the Reformatzky reagent prepared from bromo-acetic acid tert-butyl ester and activated zinc metal (1.40 g, 5.37 mmol) is suspended in dry and degassed THF (20 ml). The mixture is heated to 60° C. After 45 minutes and after 90 minutes, additional batches of pal... Starting materials: CN(C)CCOc1ccc(OCc2ccccc2)cc1, CCO, Cl. Yields the product CN(C)CCOc1ccc(O)cc1. RXN SMILES: [CH2:1]([c:2]1[cH:3][cH:4][cH:5][cH:6][cH:7]1)[O:8][c:9]1[cH:10][cH:11][c:12]([O:13][CH2:14][CH2:15][N:16]([CH3:17])[CH3:18])[cH:19][cH:20]1.[CH3:22][CH2:23][OH:24].[ClH:21]>>[OH:8][c:9]1[cH:10][cH:11][c:12]([O:13][CH2:14][CH2:15][N:16]([CH3:17])[CH3:18])[cH:19][cH:20]1. Procedure details: The title compound was prepared in analogy to example 90, from [4-(4-fluoro-2-methoxy-phenyl)-pyridin-3-yl]-(1-methyl-1H-imidazol-2-ylmethyl)-amine and 3-(methylsulfonyl)-5-(trifluoromethyl)benzoic acid (example 114, intermediate a) after a reaction time of 18 hours at room temperature. The compound was purified by silica gel chromatography on a 20 g column using an MPLC (Flashmaster) system eluting with a gradient of CH2Cl2:MeOH (100:0 to 80:15). Further purification by preparative HPLC (Gemini... The reactants are FC1=CC(=C(C=C1)C1=C(C=NC=C1)NCC=1N(C=CN1)C)OC ([4-(4-fluoro-2-methoxy-phenyl)-pyridin-3-yl]-(1-methyl-1H-imidazol-2-ylmethyl)-amine), CS(=O)(=O)C=1C=C(C(=O)O)C=C(C1)C(F)(F)F (3-(methylsulfonyl)-5-(trifluoromethyl)benzoic acid). As a reaction SMILES: [F:1][C:2]1[CH:7]=[CH:6][C:5]([C:8]2[CH:13]=[CH:12][N:11]=[CH:10][C:9]=2[NH:14][CH2:15][C:16]2[N:17]([CH3:21])[CH:18]=[CH:19][N:20]=2)=[C:4]([O:22][CH3:23])[CH:3]=1.[CH3:24][S:25]([C:28]1[CH:29]=[C:30]([CH:34]=[C:35]([C:37]([F:40])([F:39])[F:38])[CH:36]=1)[C:31](O)=[O:32])(=[O:27])=[O:26]>>[F:1][C:2]1[CH:7]=[CH:6][C:5]([C:8]2[CH:13]=[CH:12][N:11]=[CH:10][C:9]=2[N:14]([CH2:15][C:16]2[N:17]([CH3:21])[CH:18]=[CH:19][N:20]=2)[C:31](=[O:32])[C:30]2[CH:34]=[C:35]([C:37]([F:40])([F:38])[F:39])[CH:36]=[C:28]([S:25]([CH3:24])(=[O:27])=[O:26])[CH:29]=2)=[C:4]([O:22][CH3:23])[CH:3]=1. Yields the product FC1=CC(=C(C=C1)C1=C(C=NC=C1)N(C(C1=CC(=CC(=C1)C(F)(F)F)S(=O)(=O)C)=O)CC=1N(C=CN1)C)OC (N-[4-(4-Fluoro-2-methoxy-phenyl)-pyridin-3-yl]-3-methanesulfonyl-N-(1-methyl-1H-imidazol-2-ylmethyl)-5-trifluoromethyl-benzamide).